This data is from the Open Reaction Database (ORD), a public repository of structured organic reaction records. The task is: describe an organic reaction: reactants, conditions, products, and yield Starting materials: CC=1CS([C@H]2N(C1C(=O)O)C(C2NC(CC2=CC=CC=C2)=O)=O)=O (3-methyl-7-phenylacetamido-3-cephem-4-carboxylic acid-1-oxide), C[Si](NC(C1=CC=C(C=C1)[N+](=O)[O-])=O)(C)C (N-trimethylsilyl-4-nitrobenzamide), BrN1C(CCC1=O)=O (N-bromosuccinimide). Run in ClCCl (dichloromethane). The product is BrCC=1CS([C@H]2N(C1C(=O)O[Si](C)(C)C)C(C2NC(CC2=CC=CC=C2)=O)=O)=O (trimethylsilyl 3-bromomethyl-7-phenylacetamido-3-cephem-4-carboxylate-1-oxide). Isolated yield 44.0%. Reaction SMILES: [CH3:1][C:2]1[CH2:3][S:4](=[O:24])[C@@H:5]2[CH:12]([NH:13][C:14](=[O:22])[CH2:15][C:16]3[CH:21]=[CH:20][CH:19]=[CH:18][CH:17]=3)[C:11](=[O:23])[N:6]2[C:7]=1[C:8]([OH:10])=[O:9].[CH3:25][Si:26]([CH3:40])([CH3:39])NC(=O)C1C=CC([N+]([O-])=O)=CC=1.[Br:41]N1C(=O)CCC1=O>ClCCl>[Br:41][CH2:1][C:2]1[CH2:3][S:4](=[O:24])[C@@H:5]2[CH:12]([NH:13][C:14](=[O:22])[CH2:15][C:16]3[CH:17]=[CH:18][CH:19]=[CH:20][CH:21]=3)[C:11](=[O:23])[N:6]2[C:7]=1[C:8]([O:10][Si:26]([CH3:40])([CH3:39])[CH3:25])=[O:9]. Procedure: 263.4 mg of 3-methyl-7-phenylacetamido-3-cephem-4-carboxylic acid-1-oxide (0.76 mmoles) were added to a solution of 256 mg (1.08 mmoles) of N-trimethylsilyl-4-nitrobenzamide in 50 ml of dichloromethane and the clear solution that was obtained after refluxing this mixture for one hour was cooled in an ice-bath. Bromination was carried out in half an hour using 194.4 mg (1.09 mmoles) of N-bromosuccinimide as the brominating agent and some precipitate was formed after 20 minutes irradiation to obta... Starting materials: CC(C)([O-])C.[Na+] (sodium tert-butoxide), COC=1C=C(C=CC1)S (3-methoxybenzenethiol), BrC1=CC2=C(OC(C(=C2)C)(C)C)C=C1 (6-Bromo-2,2,3-trimethyl-2H-benzo[b]pyran). The reagents and catalysts are C1=CC=C(C=C1)P(C2=CC=CC=C2)C3=CC=CC=C3.C1=CC=C(C=C1)P(C2=CC=CC=C2)C3=CC=CC=C3.C1=CC=C(C=C1)P(C2=CC=CC=C2)C3=CC=CC=C3.C1=CC=C(C=C1)P(C2=CC=CC=C2)C3=CC=CC=C3.[Pd] (tetrakis(triphenylphosphine)palladium(O)), C1=CC=C(C=C1)P(C2=CC=CC=C2)C3=CC=CC=C3.C1=CC=C(C=C1)P(C2=CC=CC=C2)C3=CC=CC=C3.C1=CC=C(C=C1)P(C2=CC=CC=C2)C3=CC=CC=C3.C1=CC=C(C=C1)P(C2=CC=CC=C2)C3=CC=CC=C3.[Pd] (tetrakis(triphenylphosphine)palladium(O)). The solvent is C(C)O (ethanol). Run at time 48 hour. Yields the product COC=1C=C(C=CC1)SC1=CC2=C(OC(C(=C2)C)(C)C)C=C1 (6-(3-methoxyphenyl)thio-2,2,3-trimethyl-2H-benzo[b]pyran). Isolated yield 89.8%. As a reaction SMILES: Br[C:2]1[CH:14]=[CH:13][C:5]2[O:6][C:7]([CH3:12])([CH3:11])[C:8]([CH3:10])=[CH:9][C:4]=2[CH:3]=1.CC(C)([O-])C.[Na+].[CH3:21][O:22][C:23]1[CH:24]=[C:25]([SH:29])[CH:26]=[CH:27][CH:28]=1>C(O)C.C1C=CC(P(C2C=CC=CC=2)C2C=CC=CC=2)=CC=1.C1C=CC(P(C2C=CC=CC=2)C2C=CC=CC=2)=CC=1.C1C=CC(P(C2C=CC=CC=2)C2C=CC=CC=2)=CC=1.C1C=CC(P(C2C=CC=CC=2)C2C=CC=CC=2)=CC=1.[Pd]>[CH3:21][O:22][C:23]1[CH:24]=[C:25]([S:29][C:2]2[CH:14]=[CH:13][C:5]3[O:6][C:7]([CH3:12])([CH3:11])[C:8]([CH3:10])=[CH:9][C:4]=3[CH:3]=2)[CH:26]=[CH:27][CH:28]=1 |f:1.2,5.6.7.8.9|. Procedure: 6-Bromo-2,2,3-trimethyl-2H-benzo[b]pyran (6.5 g) (see Preparation 4) was dissolved in absolute ethanol (135 ml), then sodium tert-butoxide (7.5 g), 3-methoxybenzenethiol (3.6 g) and tetrakis(triphenylphosphine)palladium(O) (0.35 g) were added and the mixture was heated under reflux under a nitrogen atmosphere for 48 hours. Further tetrakis(triphenylphosphine)palladium(O) (0.3 g) was added and heating was continued for a further 48 hours. The solvent was removed under reduced pressure and the res... The reactants are CC(=O)c1c(C)sc(C)c1Br, C1CCOC1. Yields the product Cc1sc(C)c(C(C)O)c1Br. Reaction SMILES: [C:1]([CH3:2])(=[O:3])[c:4]1[c:5]([CH3:11])[s:6][c:7]([CH3:10])[c:8]1[Br:9].[O:12]1[CH2:13][CH2:14][CH2:15][CH2:16]1>>[CH:1]([CH3:2])([OH:3])[c:4]1[c:5]([CH3:11])[s:6][c:7]([CH3:10])[c:8]1[Br:9]. Reactants: O=C([O-])[O-], CC(C)(C)OC(=O)NC1CCNC1, CS(C)=O, CCOC(C)=O, [Ca], CN(C)S(=O)(=O)c1ccc(F)cc1, [K+], [K+], O. Yields the product CN(C)S(=O)(=O)c1ccc(N2CCC(NC(=O)OC(C)(C)C)C2)cc1. As a reaction SMILES: [C:28](=[O:29])([O-:30])[O-:31].[C:2]([CH3:3])([CH3:4])([CH3:5])[O:6][C:7](=[O:8])[NH:9][CH:10]1[CH2:11][NH:12][CH2:13][CH2:14]1.[CH3:34][S:35]([CH3:36])=[O:37].[CH3:38][CH2:39][O:40][C:41](=[O:42])[CH3:43].[Ca:1].[F:15][c:16]1[cH:17][cH:18][c:19]([S:22](=[O:23])(=[O:24])[N:25]([CH3:26])[CH3:27])[cH:20][cH:21]1.[K+:32].[K+:33].[OH2:44]>>[C:2]([CH3:3])([CH3:4])([CH3:5])[O:6][C:7](=[O:8])[NH:9][CH:10]1[CH2:11][N:12]([c:16]2[cH:17][cH:18][c:19]([S:22](=[O:23])(=[O:24])[N:25]([CH3:26])[CH3:27])[cH:20][cH:21]2)[CH2:13][CH2:14]1.